Dataset: the Open Reaction Database (ORD), a public repository of structured organic reaction records. Task: describe an organic reaction: reactants, conditions, products, and yield Starting materials: 2D, C(C)(C)(C)OC(=O)N(C)CC=1C=C(C=CC1S(=O)(=O)C(C)C)NC(=O)OCCC1=CC=C(C=C1)B(O)O (4-(2-(3-((tert-Butoxycarbonyl(methyl)amino)methyl)-4-(isopropylsulfonyl)phenylcarbamoyloxy)ethyl)phenylboronic acid), NC=1C=C(C(=O)N)C=CC1 (m-aminobenzamide), O.C(C=O)(=O)O (glyoxylic acid monohydrate). Yields the product C(C)(C)(C)OC(=O)N(C)CC=1C=C(C=CC1S(=O)(=O)C(C)C)NC(=O)OCCC1=CC=C(C=C1)C(C(=O)O)NC1=CC(=CC=C1)C(N)=O (2-(4-(2-(3-((tert-Butoxycarbonyl(methyl)amino)methyl)-4-(isopropylsulfonyl)phenylcarbamoyloxy)ethyl)phenyl)-2-(3-carbamoylphenylamino)acetic acid). RXN SMILES: [C:1]([O:5][C:6]([N:8]([CH2:10][C:11]1[CH:12]=[C:13]([NH:23][C:24]([O:26][CH2:27][CH2:28][C:29]2[CH:34]=[CH:33][C:32](B(O)O)=[CH:31][CH:30]=2)=[O:25])[CH:14]=[CH:15][C:16]=1[S:17]([CH:20]([CH3:22])[CH3:21])(=[O:19])=[O:18])[CH3:9])=[O:7])([CH3:4])([CH3:3])[CH3:2].[NH2:38][C:39]1[CH:40]=[C:41]([CH:45]=[CH:46][CH:47]=1)[C:42]([NH2:44])=[O:43].O.[C:49]([OH:53])(=[O:52])[CH:50]=O>>[C:1]([O:5][C:6]([N:8]([CH2:10][C:11]1[CH:12]=[C:13]([NH:23][C:24]([O:26][CH2:27][CH2:28][C:29]2[CH:34]=[CH:33][C:32]([CH:50]([NH:38][C:39]3[CH:47]=[CH:46][CH:45]=[C:41]([C:42](=[O:43])[NH2:44])[CH:40]=3)[C:49]([OH:53])=[O:52])=[CH:31][CH:30]=2)=[O:25])[CH:14]=[CH:15][C:16]=1[S:17]([CH:20]([CH3:22])[CH3:21])(=[O:19])=[O:18])[CH3:9])=[O:7])([CH3:4])([CH3:3])[CH3:2] |f:2.3|. Reported procedure: Using a procedure analogous to that used to prepare 2D, 16I (0.134 g, 0.25 mmol) was reacted with m-aminobenzamide (0.035 g, 0.26 mmol) and glyoxylic acid monohydrate (0.023 g, 0.25 mmol) to give, after purification by reverse phase HPLC, 16J (134 mg, 78%) as a pale yellow foam. MS (ESI) m/z 683.1 (M+H)+.